From a dataset of the Open Reaction Database (ORD), a public repository of structured organic reaction records. describe an organic reaction: reactants, conditions, products, and yield The reactants are O=C1CSCN1c1ccc(Cl)c(Cl)c1, Nc1ccc(Cl)c(Cl)c1, O=C1NCCS1, O=S(Cl)Cl. Product: O=C1C(Cl)SCN1c1ccc(Cl)c(Cl)c1. RXN SMILES: [Cl:10][c:11]1[cH:12][c:13]([N:18]2[CH2:19][S:20][CH2:21][C:22]2=[O:23])[cH:14][cH:15][c:16]1[Cl:17].[NH2:1][c:2]1[cH:3][c:4]([Cl:5])[c:7]([Cl:6])[cH:8][cH:9]1.[S:24]1[CH2:25][CH2:26][NH:27][C:28]1=[O:29].[S:30]([Cl:31])([Cl:32])=[O:33]>>[Cl:6][CH:21]1[S:20][CH2:19][N:18]([c:13]2[cH:12][c:11]([Cl:10])[c:16]([Cl:17])[cH:15][cH:14]2)[C:22]1=[O:23]. Reactants: CO, O=C[O-], O=[N+]([O-])c1cccc2c1OCCO2, [NH4+]. Product: Nc1cccc2c1OCCO2. RXN SMILES: [CH3:18][OH:19].[CH:1]([O-:2])=[O:3].[N+:5]([O-:6])(=[O:7])[c:8]1[cH:9][cH:10][cH:11][c:12]2[c:17]1[O:16][CH2:15][CH2:14][O:13]2.[NH4+:4]>>[NH2:5][c:8]1[cH:9][cH:10][cH:11][c:12]2[c:17]1[O:16][CH2:15][CH2:14][O:13]2. Starting materials: C(C)(C)(C)OC(=O)N1C[C@@H]([C@@H](CC1)C=1C=C2N3[C@@H](C(NN=C3COC2=CC1Br)=O)C)C ((3R,4R)-4-((R)-7-bromo-4-methyl-3-oxo-2,3,4,10-tetrahydro-9-oxa-1,2,4a-triaza-phenanthren-6-yl)-3-methyl-piperidine-1-carboxylic acid tert-butyl ester), Cl (HCl). Product: Cl.BrC1=C(C=C2N3[C@@H](C(NN=C3COC2=C1)=O)C)[C@H]1[C@H](CNCC1)C ((R)-7-bromo-4-methyl-6-((3R,4R)-3-methyl-piperidin-4-yl)-2,10-dihydro-9-oxa-1,2,4a-triaza-phenanthren-3-one hydrochloride). Yield: 82.0%. As a reaction SMILES: C(OC([N:8]1[CH2:13][CH2:12][C@@H:11]([C:14]2[CH:15]=[C:16]3[C:25](=[CH:26][C:27]=2[Br:28])[O:24][CH2:23][C:22]2[N:17]3[C@H:18]([CH3:30])[C:19](=[O:29])[NH:20][N:21]=2)[C@@H:10]([CH3:31])[CH2:9]1)=O)(C)(C)C.[ClH:32]>>[ClH:32].[Br:28][C:27]1[CH:26]=[C:25]2[C:16]([N:17]3[C:22]([CH2:23][O:24]2)=[N:21][NH:20][C:19](=[O:29])[C@H:18]3[CH3:30])=[CH:15][C:14]=1[C@@H:11]1[CH2:12][CH2:13][NH:8][CH2:9][C@@H:10]1[CH3:31] |f:2.3|. Procedure details: A solution of (3R,4R)-4-((R)-7-bromo-4-methyl-3-oxo-2,3,4,10-tetrahydro-9-oxa-1,2,4a-triaza-phenanthren-6-yl)-3-methyl-piperidine-1-carboxylic acid tert-butyl ester (Example #199, Step D, 3 g, 6.08 mmol) in HCl (4M in EtOAc, 10 mL) was stirred at ambient temperature for 1 h. The organic solvent was removed in vacuo to give crude (R)-7-bromo-4-methyl-6-((3R,4R)-3-methyl-piperidin-4-yl)-2,10-dihydro-9-oxa-1,2,4a-triaza-phenanthren-3-one hydrochloride (2.2 g, 82%) as a white solid, which was used d... Reactants: Clc1ccc(OCc2ccccc2)c(CBr)c1, O=C([O-])[O-], [I-], [K+], [K+], O=[N+]([O-])c1cc[nH]n1, [Na+], CN(C)C=O. The product is O=[N+]([O-])c1ccn(Cc2cc(Cl)ccc2OCc2ccccc2)n1. Reaction SMILES: [Br:17][CH2:18][c:19]1[c:20]([O:26][CH2:27][c:28]2[cH:29][cH:30][cH:31][cH:32][cH:33]2)[cH:21][cH:22][c:23]([Cl:25])[cH:24]1.[C:9](=[O:10])([O-:11])[O-:12].[I-:16].[K+:13].[K+:14].[N+:1](=[O:2])([O-:3])[c:4]1[n:5][nH:6][cH:7][cH:8]1.[Na+:15].[O:34]=[CH:35][N:36]([CH3:37])[CH3:38]>>[N+:1](=[O:2])([O-:3])[c:4]1[n:5][n:6]([CH2:18][c:19]2[c:20]([O:26][CH2:27][c:28]3[cH:29][cH:30][cH:31][cH:32][cH:33]3)[cH:21][cH:22][c:23]([Cl:25])[cH:24]2)[cH:7][cH:8]1. The reactants are C(#N)C1=CC=C(C(CBr)=O)C=C1 (4-Cyanophenacyl bromide), C12CN(CC(CNC1)C2)C(=O)OC(C)C (iso-Propyl 3,7-diazabicyclo[3.3.1]nonane-3-carboxylate), [BH4-].[Na+] (NaBH4). The solvent is CC#N (MeCN). Conditions: temperature 0 celsius, time 15 minute. Yields the product C(#N)C1=CC=C(C=C1)C(CN1CC2CN(CC(C1)C2)C(=O)OC(C)C)O (iso-Propyl 7-[2-(4-cyanophenyl)-2-hydroxyethyl]-3,7-diazabicyclo-[3.3.1]nonane-3-carboxylate). The yield is 35.0%. Reaction SMILES: [C:1]([C:3]1[CH:12]=[CH:11][C:6]([C:7](=[O:10])[CH2:8]Br)=[CH:5][CH:4]=1)#[N:2].[CH:13]12[CH2:21][CH:17]([CH2:18][NH:19][CH2:20]1)[CH2:16][N:15]([C:22]([O:24][CH:25]([CH3:27])[CH3:26])=[O:23])[CH2:14]2.[BH4-].[Na+]>CC#N>[C:1]([C:3]1[CH:12]=[CH:11][C:6]([CH:7]([OH:10])[CH2:8][N:19]2[CH2:20][CH:13]3[CH2:21][CH:17]([CH2:16][N:15]([C:22]([O:24][CH:25]([CH3:27])[CH3:26])=[O:23])[CH2:14]3)[CH2:18]2)=[CH:5][CH:4]=1)#[N:2] |f:2.3|. Procedure details: 4-Cyanophenacyl bromide (225 mg; 1 mmol) was added to a stirred solution of iso-propyl 3,7-diazabicyclo[3.3.1]nonane-3-carboxylate (from step (iv) above; 212 mg; 1 mmol) in MeCN (2 mL). After stirring for 15 min at 0° C., NaBH4 (40 mg; 1 mmol) was added, and the reaction was allowed to warm to rt over 45 minutes. The reaction mixture was concentrated, dissolved in CH2Cl2 and washed with NaHCO3 (aq.) and brine. The organic layer was separated, dried and concentrated to give an oil which was purif... Reactants: CCCCC(=O)N(Cc1ccc(-c2ccccc2-c2nnn[nH]2)cc1Br)C(C(=O)OCc1ccccc1)C(C)C, [H][H], C1COCCO1. The product is CCCCC(=O)N(Cc1ccc(-c2ccccc2-c2nnn[nH]2)cc1Br)C(C(=O)O)C(C)C. Reaction SMILES: [CH2:1]([c:2]1[cH:3][cH:4][cH:5][cH:6][cH:7]1)[O:8][C:9]([CH:10]([N:11]([C:12]([CH2:13][CH2:14][CH2:15][CH3:16])=[O:17])[CH2:18][c:19]1[c:20]([Br:36])[cH:21][c:22](-[c:25]2[c:26](-[c:31]3[n:32][n:33][n:34][nH:35]3)[cH:27][cH:28][cH:29][cH:30]2)[cH:23][cH:24]1)[CH:37]([CH3:38])[CH3:39])=[O:40].[H:41][H:42].[O:43]1[CH2:44][CH2:45][O:46][CH2:47][CH2:48]1>>[O:8]=[C:9]([CH:10]([N:11]([C:12]([CH2:13][CH2:14][CH2:15][CH3:16])=[O:17])[CH2:18][c:19]1[c:20]([Br:36])[cH:21][c:22](-[c:25]2[c:26](-[c:31]3[n:32][n:33][n:34][nH:35]3)[cH:27][cH:28][cH:29][cH:30]2)[cH:23][cH:24]1)[CH:37]([CH3:38])[CH3:39])[OH:40]. Starting materials: CO, ClCCl, CN(C)CCC(NC(=O)OC(C)(C)C)c1ccc(Cl)cc1, Cl. As a reaction SMILES: [CH3:26][OH:27].[Cl:23][CH2:24][Cl:25].[Cl:2][c:3]1[cH:4][cH:5][c:6]([CH:9]([CH2:10][CH2:11][N:12]([CH3:13])[CH3:14])[NH:15][C:16](=[O:17])[O:18][C:19]([CH3:20])([CH3:21])[CH3:22])[cH:7][cH:8]1.[ClH:1]>>[Cl:2][c:3]1[cH:4][cH:5][c:6]([CH:9]([CH2:10][CH2:11][N:12]([CH3:13])[CH3:14])[NH2:15])[cH:7][cH:8]1. Yields the product CN(C)CCC(N)c1ccc(Cl)cc1.